From a dataset of the Open Reaction Database (ORD), a public repository of structured organic reaction records. describe an organic reaction: reactants, conditions, products, and yield The reactants are CC(C)CC1CNCCN1C(=O)OC(C)(C)C, COCC(C)Nc1nc(Cl)cc(Oc2cccc3[nH]c(=O)c(N)nc23)n1. Product: COCC(C)Nc1nc(Oc2cccc3[nH]c(=O)c(N)nc23)cc(N2CCN(C(=O)OC(C)(C)C)C(CC(C)C)C2)n1. Reaction SMILES: [CH2:27]([CH:28]([CH3:29])[CH3:30])[CH:31]1[N:32]([C:37](=[O:38])[O:39][C:40]([CH3:41])([CH3:42])[CH3:43])[CH2:33][CH2:34][NH:35][CH2:36]1.[NH2:1][c:2]1[c:3](=[O:26])[nH:4][c:5]2[cH:6][cH:7][cH:8][c:9]([O:12][c:13]3[n:14][c:15]([NH:20][CH:21]([CH2:22][O:23][CH3:24])[CH3:25])[n:16][c:17]([Cl:19])[cH:18]3)[c:10]2[n:11]1>>[NH2:1][c:2]1[c:3](=[O:26])[nH:4][c:5]2[cH:6][cH:7][cH:8][c:9]([O:12][c:13]3[n:14][c:15]([NH:20][CH:21]([CH2:22][O:23][CH3:24])[CH3:25])[n:16][c:17]([N:35]4[CH2:34][CH2:33][N:32]([C:37](=[O:38])[O:39][C:40]([CH3:41])([CH3:42])[CH3:43])[CH:31]([CH2:27][CH:28]([CH3:29])[CH3:30])[CH2:36]4)[cH:18]3)[c:10]2[n:11]1. Reactants: C(CC)(=O)O (propionic acid), NCC(CNC(CCC1=CC=C(C=C1)C(C)C)CCC1=CC=C(C=C1)C(C)C)O (1-amino-3-{{3-[4-(1-methylethyl)phenyl]-1-{2-[4-(1-methylethyl)phenyl]ethyl}propyl}amino]-2-propanol), resultant mixture. Run in CCOCC (ether), CCOCC (ether). The product is C(CC)(=O)O.C(CC)(=O)O.NCC(CNC(CCC1=CC=C(C=C1)C(C)C)CCC1=CC=C(C=C1)C(C)C)O (1-amino-3-{{3-[4-(1-methylethyl)-phenyl]-1-{2-[4-(1-methylethyl)phenyl]ethyl}propyl}amino]-2-propanol dipropionate). Reaction SMILES: [NH2:1][CH2:2][CH:3]([OH:29])[CH2:4][NH:5][CH:6]([CH2:18][CH2:19][C:20]1[CH:25]=[CH:24][C:23]([CH:26]([CH3:28])[CH3:27])=[CH:22][CH:21]=1)[CH2:7][CH2:8][C:9]1[CH:14]=[CH:13][C:12]([CH:15]([CH3:17])[CH3:16])=[CH:11][CH:10]=1.[C:30]([OH:34])(=[O:33])[CH2:31][CH3:32]>CCOCC>[C:30]([OH:34])(=[O:33])[CH2:31][CH3:32].[C:30]([OH:34])(=[O:33])[CH2:31][CH3:32].[NH2:1][CH2:2][CH:3]([OH:29])[CH2:4][NH:5][CH:6]([CH2:18][CH2:19][C:20]1[CH:21]=[CH:22][C:23]([CH:26]([CH3:28])[CH3:27])=[CH:24][CH:25]=1)[CH2:7][CH2:8][C:9]1[CH:14]=[CH:13][C:12]([CH:15]([CH3:17])[CH3:16])=[CH:11][CH:10]=1 |f:3.4.5|. Reported procedure: To a stirred solution of 1-amino-3-{{3-[4-(1-methylethyl)phenyl]-1-{2-[4-(1-methylethyl)phenyl]ethyl}propyl}amino]-2-propanol (3.97 g., 0.01 m.) in anhydrous ether (ca. 50 ml.) is added dropwise over ca. 10 minutes a mixture of propionic acid (1.49 g., 0.02 m.) and ether (10 ml.). The resultant mixture is allowed to stir at ambient temperature for several hours, and the ether then removed in vacuo to yield 1-amino-3-{{3-[4-(1-methylethyl)-phenyl]-1-{2-[4-(1-methylethyl)phenyl]ethyl}propyl}amino]... Starting materials: C(C)(C)(C)OC([C@@H](N)CC1CC1)=O ((S)-β-cyclopropylalanine tert-butyl ester), C(=O)OCC#N (cyanomethyl formate). The solvent is ClCCl (dichloromethane). Reaction conditions: time 8 hour. Product: C(C)(C)(C)OC([C@@H](NC=O)CC1CC1)=O ((S)-N-Formyl-β-cyclopropylalanine tert-butyl ester). RXN SMILES: [C:1]([O:5][C:6](=[O:13])[C@H:7]([CH2:9][CH:10]1[CH2:12][CH2:11]1)[NH2:8])([CH3:4])([CH3:3])[CH3:2].[CH:14](OCC#N)=[O:15]>ClCCl>[C:1]([O:5][C:6](=[O:13])[C@H:7]([CH2:9][CH:10]1[CH2:12][CH2:11]1)[NH:8][CH:14]=[O:15])([CH3:4])([CH3:2])[CH3:3]. Procedure details: A mixture of 10 g (54 mmol) of (S)-β-cyclopropylalanine tert-butyl ester and 4.7 g (55.2 mmol) of cyanomethyl formate in 100 mL of dichloromethane was stirred at room temperature overnight. The residue obtained after removal of the solvent in vacuo was distilled in vacuo. Yield: 8.8 g (76%). Boiling point 120° C./40 Pa (0.3 torr). The reactants are ClC1=CC=C(C=C1)S(=O)(=O)N=C=O (p-chlorophenylsulfonyl isocyanate), C(C)(C)(C)O (t-butanol). Run at time 60 hour. Yields the product C(C)(C)(C)OC(=O)NS(=O)(=O)C1=CC=C(C=C1)Cl (N-t-butoxycarbonyl-p-chlorophenylsulfonamide). As a reaction SMILES: [Cl:1][C:2]1[CH:7]=[CH:6][C:5]([S:8]([N:11]=[C:12]=[O:13])(=[O:10])=[O:9])=[CH:4][CH:3]=1.[C:14]([OH:18])([CH3:17])([CH3:16])[CH3:15]>>[C:14]([O:18][C:12]([NH:11][S:8]([C:5]1[CH:6]=[CH:7][C:2]([Cl:1])=[CH:3][CH:4]=1)(=[O:9])=[O:10])=[O:13])([CH3:17])([CH3:16])[CH3:15]. Procedure details: The commercially available p-chlorophenylsulfonyl isocyanate (15.0 g, 58.6 mmol) is added dropwise to t-butanol (90 ml) and the mixture is allowed to stir at room temperature for 60 hours. The solvent is evaporated and the white solid is recrystallized from hexane and ethylacetate to obtain N-t-butoxycarbonyl-p-chlorophenylsulfonamide, m.p. 98°-99° C. Starting materials: CCOC(=O)/N=N/C(=O)OCC (DEAD), BrC=1C=CC(=C(C1)C=1C(=CC=CC1Cl)O)C (5′-Bromo-6-chloro-2′-methyl-[1,1′-biphenyl]-2-ol), C[C@H](CC=C)O ((R)-pent-4-en-2-ol), C1=CC=C(C=C1)P(C2=CC=CC=C2)C3=CC=CC=C3 (Ph3P). Run in C1CCOC1 (THF). Reaction conditions: time 8 hour. The product is BrC=1C=CC(=C(C1)C1=C(C=CC=C1O[C@@H](C)CC=C)Cl)C (5-bromo-2′-chloro-2-methyl-6′-((S)-pent-4-en-2-yloxy)-1,1′-biphenyl). Isolated yield 52.6%. RXN SMILES: [Br:1][C:2]1[CH:3]=[CH:4][C:5]([CH3:16])=[C:6]([C:8]2[C:9]([OH:15])=[CH:10][CH:11]=[CH:12][C:13]=2[Cl:14])[CH:7]=1.[CH3:17][C@@H:18](O)[CH2:19][CH:20]=[CH2:21].C1C=CC(P(C2C=CC=CC=2)C2C=CC=CC=2)=CC=1.CCOC(/N=N/C(OCC)=O)=O>C1COCC1>[Br:1][C:2]1[CH:3]=[CH:4][C:5]([CH3:16])=[C:6]([C:8]2[C:9]([O:15][C@H:20]([CH2:19][CH:18]=[CH2:17])[CH3:21])=[CH:10][CH:11]=[CH:12][C:13]=2[Cl:14])[CH:7]=1. Procedure details: 5′-Bromo-6-chloro-2′-methyl-[1,1′-biphenyl]-2-ol (540 mg, 1.82 mmol, 1.0 equiv) were mixed with (R)-pent-4-en-2-ol (313 mg, 3.63 mmol, 2.0 equiv) and Ph3P (952 mg, 3.63 mmol, 2.0 equiv) in THF (6 ml). To this solution was added DEAD (1653 μl, 3.63 mmol, 2.0 equiv) dropwise and stirred overnight. The solution was mixed with silica gel and concentrated and purified by 40 g ISCO column with 0-10% EtOAc/hex to afford 5-bromo-2′-chloro-2-methyl-6′-((S)-pent-4-en-2-yloxy)-1,1′-biphenyl (350 mg, 52.7%)... Reactants: NS(=O)(=O)O, Cc1cc(N)ccc1[N+](=O)[O-]. The product is Cc1cc(N)c(S(=O)(=O)O)cc1[N+](=O)[O-]. RXN SMILES: [NH2:12][S:13]([OH:14])(=[O:15])=[O:16].[NH2:1][c:2]1[cH:3][c:4]([CH3:11])[c:5]([N+:8](=[O:9])[O-:10])[cH:6][cH:7]1>>[NH2:1][c:2]1[cH:3][c:4]([CH3:11])[c:5]([N+:8](=[O:9])[O-:10])[cH:6][c:7]1[S:13](=[O:14])(=[O:15])[OH:16]. The reactants are CC1=NN=NN1C(CN)COC(NCCCCCCCCCCCCCCCCCC)=O (2-(5-Methyl-1H-tetrazol-1-yl)-3-octadecylcarbamoyloxypropylamine), ClCCCS(=O)(=O)NCC(CSCCCCCCCCCCCCCCCC)OC (3-(3-chloropropylsulfonylamino)-1-hexadecylthio-2-methoxypropane). Reaction SMILES: [CH3:1][C:2]1[N:6]([CH:7]([CH2:10][O:11][C:12](=[O:32])[NH:13][CH2:14][CH2:15][CH2:16][CH2:17][CH2:18][CH2:19][CH2:20][CH2:21][CH2:22][CH2:23][CH2:24][CH2:25][CH2:26][CH2:27][CH2:28][CH2:29][CH2:30][CH3:31])[CH2:8][NH2:9])[N:5]=[N:4][N:3]=1.[Cl:33][CH2:34][CH2:35][CH2:36][S:37](NCC(OC)CSCCCCCCCCCCCCCCCC)(=[O:39])=[O:38]>>[Cl:33][CH2:34][CH2:35][CH2:36][S:37]([NH:9][CH2:8][CH:7]([N:6]1[C:2]([CH3:1])=[N:3][N:4]=[N:5]1)[CH2:10][O:11][C:12](=[O:32])[NH:13][CH2:14][CH2:15][CH2:16][CH2:17][CH2:18][CH2:19][CH2:20][CH2:21][CH2:22][CH2:23][CH2:24][CH2:25][CH2:26][CH2:27][CH2:28][CH2:29][CH2:30][CH3:31])(=[O:39])=[O:38]. Procedure: 2-(5-Methyl-1H-tetrazol-1-yl)-3-octadecylcarbamoyloxypropylamine IVi2 is allowed to react and worked up by the same procedure as described in (4). m.p. 74°-77° C. The summary of the experimental condition and the physical data of the product are listed in Table 7. The product is ClCCCS(=O)(=O)NCC(COC(NCCCCCCCCCCCCCCCCCC)=O)N1N=NN=C1C (3-(3-chloropropylsulfonylamino)-2-(5-methyl-1H-tetrazol-1-yl)-1-octadecylcarbamoyloxypropane).